This data is from the Open Reaction Database (ORD), a public repository of structured organic reaction records. The task is: describe an organic reaction: reactants, conditions, products, and yield Product: CC1=C(C=O)C(=CC(=C1)OCC1=NN=NN1)C (2,6-dimethyl-4-(1H-tetrazol-5-yl-methoxy)-benzaldehyde). Starting materials: C(=O)C1=C(C=C(OCC#N)C=C1C)C ((4-formyl-3,5-dimethyl-phenoxy)-acetonitrile), [N-]=[N+]=[N-].[Na+] (sodium azide), [Cl-].[NH4+] (ammonium chloride), O (water). Solvent: CN(C)C=O (DMF). As a reaction SMILES: [CH:1]([C:3]1[C:12]([CH3:13])=[CH:11][C:6]([O:7][CH2:8][C:9]#[N:10])=[CH:5][C:4]=1[CH3:14])=[O:2].[N-:15]=[N+:16]=[N-:17].[Na+].[Cl-].[NH4+].O>CN(C=O)C>[CH3:14][C:4]1[CH:5]=[C:6]([O:7][CH2:8][C:9]2[NH:17][N:16]=[N:15][N:10]=2)[CH:11]=[C:12]([CH3:13])[C:3]=1[CH:1]=[O:2] |f:1.2,3.4|. Run at temperature 100 celsius. Procedure: To a solution of (4-formyl-3,5-dimethyl-phenoxy)-acetonitrile (120 mg) in DMF (3 mL) were added sodium azide (62 mg) and ammonium chloride (51 mg). The reaction mixture was heated at 100° C. for 1 h. The mixture was then diluted by water and the whole was loaded onto a cartridge that contained C18 silica gel (reverse phase). Wash-to-waste (10 mL water) was followed by elute-to-collect (10 mL, acetonitrile) and, after evaporation of volatiles, 2,6-dimethyl-4-(1H-tetrazol-5-yl-methoxy)-benzaldehyd...